From a dataset of the Open Reaction Database (ORD), a public repository of structured organic reaction records. describe an organic reaction: reactants, conditions, products, and yield Reactants: ClC1=C(C(=O)N)C=CC(=N1)Cl (2,6-dichloro-nicotinamide), N1CCOCC1 (morpholine), ClC1=C(C(=O)N)C=CC(=N1)Cl (2,6-dichloro-nicotinamide). The solvent is CN(C=O)C (dimethylformamide), [OH-].[Na+] (NaOH). Run at temperature 50 celsius. Product: ClC1=NC(=C(C(=O)N)C=C1)N1CCOCC1 (6-Chloro-2-morpholin-4-yl-nicotinamide). As a reaction SMILES: Cl[C:2]1[N:10]=[C:9]([Cl:11])[CH:8]=[CH:7][C:3]=1[C:4]([NH2:6])=[O:5].[NH:12]1[CH2:17][CH2:16][O:15][CH2:14][CH2:13]1>CN(C)C=O.[OH-].[Na+]>[Cl:11][C:9]1[CH:8]=[CH:7][C:3]([C:4]([NH2:6])=[O:5])=[C:2]([N:12]2[CH2:17][CH2:16][O:15][CH2:14][CH2:13]2)[N:10]=1 |f:3.4|. Procedure: Refer to synthesis of (D46) for preparation of 2,6-dichloro-nicotinamide (1). A sealed reaction vessel containing 2,6-dichloro-nicotinamide (1) (1.85 g, 9.70 mmol) and morpholine (1.69 mL, 19.4 mmol) in anhydrous dimethylformamide (20 mL) was heated to 50° C. for 2.5 h. The reaction was then cooled to room temperature and diluted with 0.1 M NaOH (600 mL) and extracted with ethyl acetate (3×500 mL). All organics were combined, dried over Na2SO4, filtered and concentrated to give the title compoun...